Dataset: the Open Reaction Database (ORD), a public repository of structured organic reaction records. Task: describe an organic reaction: reactants, conditions, products, and yield Reactants: ClC1=NC=NC(=C1)Cl (4,6-Dichloro pyrimidine), FC(C(O)C1=C(C=CC=C1)N1N=CC=C1)(F)F (2,2,2-trifluoro-1-(2-pyrazol-1-yl-phenyl)-ethanol), [H-].[Na+] (NaH). Run in C1CCOC1 (THF). Reaction conditions: temperature 42.5 celsius, time 6 hour. Product: ClC1=NC=NC(=C1)OC(C(F)(F)F)C1=C(C=CC=C1)N1N=CC=C1 (4-chloro-6-[2,2,2-trifluoro-1-(2-pyrazol-1-yl-phenyl)-ethoxy]-pyrimidine). Yield: 112.8%. Reaction SMILES: Cl[C:2]1[CH:7]=[C:6]([Cl:8])[N:5]=[CH:4][N:3]=1.[F:9][C:10]([F:25])([F:24])[CH:11]([C:13]1[CH:18]=[CH:17][CH:16]=[CH:15][C:14]=1[N:19]1[CH:23]=[CH:22][CH:21]=[N:20]1)[OH:12].[H-].[Na+]>C1COCC1>[Cl:8][C:6]1[CH:7]=[C:2]([O:12][CH:11]([C:13]2[CH:18]=[CH:17][CH:16]=[CH:15][C:14]=2[N:19]2[CH:23]=[CH:22][CH:21]=[N:20]2)[C:10]([F:9])([F:25])[F:24])[N:3]=[CH:4][N:5]=1 |f:2.3|. Procedure: 4,6-Dichloro pyrimidine (0.082 g, 0.55 mmol), 2,2,2-trifluoro-1-(2-pyrazol-1-yl-phenyl)-ethanol (0.121 g, 0.50 mmol), NaH (0.03g, 0.78 mmol) were added to anhydrous THF (10 ml) under nitrogen atmosphere. The reaction was stirred at 40-45° C. for 6 h, and then was cooled to room temperature, and quenched with water (0.2 ml). The reaction mixture was concentrated to give crude 4-chloro-6-[2,2,2-trifluoro-1-(2-pyrazol-1-yl-phenyl)-ethoxy]-pyrimidine (0.20 g, >90% pure by LCMS), which was directly u... Reactants: ClCCCl, CC(C)(C)OC(=O)N(C(=O)OC(C)(C)C)c1nc(Cl)c(C(=O)O)[nH]1, CCOC(C)=O, N#Cc1cc(Oc2c(Cl)ccc(CN)c2F)cc(C2CC2)c1, CN(C)C=O, On1nnc2ccccc21. Product: CC(C)(C)OC(=O)N(C(=O)OC(C)(C)C)c1nc(Cl)c(C(=O)NCc2ccc(Cl)c(Oc3cc(C#N)cc(C4CC4)c3)c2F)[nH]1. As a reaction SMILES: [CH2:57]([Cl:58])[CH2:59][Cl:60].[CH3:23][C:24]([CH3:25])([CH3:26])[O:27][C:28](=[O:29])[N:30]([c:31]1[nH:32][c:33]([C:37](=[O:38])[OH:39])[c:34]([Cl:36])[n:35]1)[C:40](=[O:41])[O:42][C:43]([CH3:44])([CH3:45])[CH3:46].[CH3:66][CH2:67][O:68][C:69]([CH3:70])=[O:71].[NH2:1][CH2:2][c:3]1[c:4]([F:22])[c:5]([O:10][c:11]2[cH:12][c:13]([C:14]#[N:15])[cH:16][c:17]([CH:19]3[CH2:20][CH2:21]3)[cH:18]2)[c:6]([Cl:9])[cH:7][cH:8]1.[O:61]=[CH:62][N:63]([CH3:64])[CH3:65].[OH:47][n:48]1[c:49]2[c:50]([cH:51][cH:52][cH:53][cH:54]2)[n:55][n:56]1>>[NH:1]([CH2:2][c:3]1[c:4]([F:22])[c:5]([O:10][c:11]2[cH:12][c:13]([C:14]#[N:15])[cH:16][c:17]([CH:19]3[CH2:20][CH2:21]3)[cH:18]2)[c:6]([Cl:9])[cH:7][cH:8]1)[C:37]([c:33]1[nH:32][c:31]([N:30]([C:28]([O:27][C:24]([CH3:23])([CH3:25])[CH3:26])=[O:29])[C:40](=[O:41])[O:42][C:43]([CH3:44])([CH3:45])[CH3:46])[n:35][c:34]1[Cl:36])=[O:38]. Reactants: FC1=CC=C(C=C1)C1(CCC(CC1)(C#N)C1=CC=CC=C1)O (4-(4-fluorophenyl)-4-hydroxy-1-phenylcyclohexanecarbonitrile), CN(C)C=O (DMF). Run at time 30 minute. Yields the product FC1=CC=C(C=C1)C1(CCC(CC1)(C#N)C1=CC=CC=C1)OC (4-(4-Fluorophenyl)-4-methoxy-1-phenylcyclohexanecarbonitrile). RXN SMILES: [F:1][C:2]1[CH:7]=[CH:6][C:5]([C:8]2([OH:22])[CH2:13][CH2:12][C:11]([C:16]3[CH:21]=[CH:20][CH:19]=[CH:18][CH:17]=3)([C:14]#[N:15])[CH2:10][CH2:9]2)=[CH:4][CH:3]=1.[CH3:23]N(C=O)C>>[F:1][C:2]1[CH:3]=[CH:4][C:5]([C:8]2([O:22][CH3:23])[CH2:13][CH2:12][C:11]([C:16]3[CH:17]=[CH:18][CH:19]=[CH:20][CH:21]=3)([C:14]#[N:15])[CH2:10][CH2:9]2)=[CH:6][CH:7]=1. Procedure: 300 mg of 4-(4-fluorophenyl)-4-hydroxy-1-phenylcyclohexanecarbonitrile were dissolved in 2.5 ml of dry DMF in a flask which had been dried and flushed with argon, treated under argon with 73 mg of sodium hydride (80% strength in mineral oil) and stirred for 30 min at room temperature. Subsequently, 0.14 ml of iodomethane was slowly added dropwise under argon. The reaction mixture was stirred for 3 h, then treated with water and extracted with EA. The combined organic phases were dried over magne... Reactants: C(#N)C1=CC=C(OCCCCCOC2=C(C=C(C(=O)O)C=C2)OC)C=C1 (4-[5-(4-cyanophenoxy)pentoxy]-3-methoxybenzoic acid), C(C)(C)NC(C)C (Diisopropylamine), bis-anhydride, CN(CCN)C (N,N-dimethylethylenediamine), ethyl acetate hexanes, O (Water). Run in ClCCl (dichloromethane). Run at temperature 5 celsius, time 3 hour. Yields the product C(#N)C1=CC=C(OCCCCCOC2=C(C=C(C(=O)N(C(C)C)C(C)C)C=C2)OC)C=C1 (4-[5-(4-cyanophenoxy)pentoxy]-3-methoxy-N,N-bis(1-methylethyl)-benzamide). As a reaction SMILES: [CH:1]([NH:4][CH:5]([CH3:7])[CH3:6])([CH3:3])[CH3:2].CN(C)CCN.[C:14]([C:16]1[CH:39]=[CH:38][C:19]([O:20][CH2:21][CH2:22][CH2:23][CH2:24][CH2:25][O:26][C:27]2[CH:35]=[CH:34][C:30]([C:31](O)=[O:32])=[CH:29][C:28]=2[O:36][CH3:37])=[CH:18][CH:17]=1)#[N:15].O>ClCCl>[C:14]([C:16]1[CH:17]=[CH:18][C:19]([O:20][CH2:21][CH2:22][CH2:23][CH2:24][CH2:25][O:26][C:27]2[CH:35]=[CH:34][C:30]([C:31]([N:4]([CH:5]([CH3:7])[CH3:6])[CH:1]([CH3:3])[CH3:2])=[O:32])=[CH:29][C:28]=2[O:36][CH3:37])=[CH:38][CH:39]=1)#[N:15]. Procedure: 4-[5-(4-cyanophenoxy)pentoxy]-3-methoxybenzoic acid (3600 g, 10.13 mol) is suspended in dichloromethane (36 L) and to this is added thionyl chloride (1345 g, 11.30 mol) dropwise over 20 minutes followed by dimethylformamide (74.4 g, 10.0 mol). The reaction mixture is stirred at room temperature for 21 hours; after 6 hours a complete solution is obtained. The solution is concentrated in vacuo (50° C., 3 mm Hg) to give 4-[5-(4-cyanophenoxy)pentoxy]-3-methoxybenzoyl chloride as a solid, which is th... Reactants: ClC=1C=C(C(N(N1)C)=O)NC1=NC=C(C=C1)CO (6-Chloro-4-(5-(hydroxymethyl)pyridin-2-ylamino)-2-methylpyridazin-3(2H)-one), CS(=O)(=O)Cl (methanesulfonyl chloride), C(C)(C)N(CC)C(C)C (diisopropylethylamine). Solvent: C(Cl)Cl (methylene chloride). The product is CS(=O)(=O)OCC=1C=NC(=CC1)NC=1C(N(N=C(C1)Cl)C)=O ((6-(6-chloro-2-methyl-3-oxo-2,3-dihydropyridazin-4-ylamino)pyridin-3-yl)methyl methanesulfonate). As a reaction SMILES: [Cl:1][C:2]1[CH:3]=[C:4]([NH:10][C:11]2[CH:16]=[CH:15][C:14]([CH2:17][OH:18])=[CH:13][N:12]=2)[C:5](=[O:9])[N:6]([CH3:8])[N:7]=1.[CH3:19][S:20](Cl)(=[O:22])=[O:21].C(N(C(C)C)CC)(C)C>C(Cl)Cl>[CH3:19][S:20]([O:18][CH2:17][C:14]1[CH:13]=[N:12][C:11]([NH:10][C:4]2[C:5](=[O:9])[N:6]([CH3:8])[N:7]=[C:2]([Cl:1])[CH:3]=2)=[CH:16][CH:15]=1)(=[O:22])=[O:21]. Procedure details: Intermediate 180b was treated with methanesulfonyl chloride and diisopropylethylamine in methylene chloride at 0° C. to give 180c. Reactants: CO (methanol), O(C1=CC=CC=C1)C1=CC=C(C=C1)C=1CCNCC1 (4-(4-phenoxyphenyl)-1,2,3,6-tetrahydropyridine). Reagents/catalysts: [C].[Pd] (palladium carbon). Solvent: C(C)(=O)O (acetic acid). The product is O(C1=CC=CC=C1)C1=CC=C(C=C1)C1CCNCC1 (4-(4-phenoxyphenyl)piperidine). Isolated yield 66.0%. RXN SMILES: CO.[O:3]([C:10]1[CH:15]=[CH:14][C:13]([C:16]2[CH2:17][CH2:18][NH:19][CH2:20][CH:21]=2)=[CH:12][CH:11]=1)[C:4]1[CH:9]=[CH:8][CH:7]=[CH:6][CH:5]=1>[C].[Pd].C(O)(=O)C>[O:3]([C:10]1[CH:15]=[CH:14][C:13]([CH:16]2[CH2:21][CH2:20][NH:19][CH2:18][CH2:17]2)=[CH:12][CH:11]=1)[C:4]1[CH:5]=[CH:6][CH:7]=[CH:8][CH:9]=1 |f:2.3|. Procedure details: To a 100 ml methanol solution of 3.51 g of the compound (3) synthesized in Reference Example 3 were added 200 mg of palladium carbon and 1 ml of acetic acid for hydrogenation at atmospheric pressure and room temperature. After the end of the reaction, the insolubles were filtered off and the filtrate was concentrated under reduced pressure. The obtained residue was dissolved in methylene chloride, then adjusted by a 10% aqueous solution of sodium hydroxide to pH=9 to 10, then was shaken. The org... Reactants: CSc1c(CC(=O)OC(C)(C)C)cc(C)c2c1[nH]c1ccccc12, Cn1ccc(CCl)cc1=O. Product: CSc1c(CC(=O)OC(C)(C)C)cc(C)c2c3ccccc3n(Cc3ccn(C)c(=O)c3)c12. As a reaction SMILES: [CH3:1][c:2]1[cH:3][c:4]([CH2:17][C:18](=[O:19])[O:20][C:21]([CH3:22])([CH3:23])[CH3:24])[c:5]([S:15][CH3:16])[c:6]2[nH:7][c:8]3[cH:9][cH:10][cH:11][cH:12][c:13]3[c:14]12.[Cl:25][CH2:26][c:27]1[cH:28][c:29](=[O:34])[n:30]([CH3:33])[cH:31][cH:32]1>>[CH3:1][c:2]1[cH:3][c:4]([CH2:17][C:18](=[O:19])[O:20][C:21]([CH3:22])([CH3:23])[CH3:24])[c:5]([S:15][CH3:16])[c:6]2[n:7]([CH2:26][c:27]3[cH:28][c:29](=[O:34])[n:30]([CH3:33])[cH:31][cH:32]3)[c:8]3[cH:9][cH:10][cH:11][cH:12][c:13]3[c:14]12.